Dataset: the Open Reaction Database (ORD), a public repository of structured organic reaction records. Task: describe an organic reaction: reactants, conditions, products, and yield Reactants: CCOC(=O)Cc1ccc(OC)c(Oc2ccc(C(=O)O)cc2CSC(C)(C)C)c1, CCN=C=NCCCN(C)C, CC(C)(C)N, ClCCl, On1nnc2ccccc21. The product is CCOC(=O)Cc1ccc(OC)c(Oc2ccc(C(=O)NC(C)(C)C)cc2CSC(C)(C)C)c1. RXN SMILES: [C:1]([CH3:2])([CH3:3])([CH3:4])[S:5][CH2:6][c:7]1[cH:8][c:9]([C:10](=[O:11])[OH:12])[cH:13][cH:14][c:15]1[O:16][c:17]1[c:18]([O:29][CH3:30])[cH:19][cH:20][c:21]([CH2:23][C:24](=[O:25])[O:26][CH2:27][CH3:28])[cH:22]1.[CH2:36]([N:37]=[C:38]=[N:39][CH2:40][CH2:41][CH2:42][N:43]([CH3:44])[CH3:45])[CH3:46].[CH3:31][C:32]([CH3:33])([CH3:34])[NH2:35].[Cl:57][CH2:58][Cl:59].[OH:47][n:48]1[c:49]2[cH:50][cH:51][cH:52][cH:53][c:54]2[n:55][n:56]1>>[C:1]([CH3:2])([CH3:3])([CH3:4])[S:5][CH2:6][c:7]1[cH:8][c:9]([C:10](=[O:11])[NH:35][C:32]([CH3:31])([CH3:33])[CH3:34])[cH:13][cH:14][c:15]1[O:16][c:17]1[c:18]([O:29][CH3:30])[cH:19][cH:20][c:21]([CH2:23][C:24](=[O:25])[O:26][CH2:27][CH3:28])[cH:22]1. Reactants: ClS(=O)(=O)N=C=O (chlorosulphonyl isocyanate), OC[C@H](CC1=CC(=CC=C1)C(F)(F)F)NC(OC(C)(C)C)=O ((2S)-tert-butyl {1-hydroxy-3-[3-(trifluoromethyl)phenyl]propan-2-yl}carbamate), O (water). The solvent is C(C)#N (acetonitrile). Run at time 1 hour. The product is Cl.C(N)(OC[C@H](CC1=CC(=CC=C1)C(F)(F)F)N)=O ((2S)-2-Amino-3-[3-(trifluoromethyl)phenyl]propyl carbamate hydrochloride). Reaction SMILES: [Cl:1]S([N:5]=[C:6]=[O:7])(=O)=O.[OH:8][CH2:9][C@@H:10]([NH:22]C(=O)OC(C)(C)C)[CH2:11][C:12]1[CH:17]=[CH:16][CH:15]=[C:14]([C:18]([F:21])([F:20])[F:19])[CH:13]=1.O>C(#N)C>[ClH:1].[C:6](=[O:7])([O:8][CH2:9][C@@H:10]([NH2:22])[CH2:11][C:12]1[CH:17]=[CH:16][CH:15]=[C:14]([C:18]([F:20])([F:21])[F:19])[CH:13]=1)[NH2:5] |f:4.5|. Procedure details: At −15° C., 51 μl (0.70 mmol) of chlorosulphonyl isocyanate were added slowly to a solution of 160 mg (0.50 mmol) of (2S)-tert-butyl {1-hydroxy-3-[3-(trifluoromethyl)phenyl]propan-2-yl}carbamate (for the preparation see US patent application 2008/0242694, Example [0464]) in 7.6 ml of acetonitrile. The reaction mixture was stirred at RT for 1 h, 1 ml of water was then added and the mixture was heated at 60° C. overnight. An analytical sample showed complete conversion into the target product acco... The reactants are ClC1=C(C(CN2C=NC=C2)=O)C=CC(=C1)Cl (N-(2,4-dichlorophenacyl)imidazole), NCCCO (3-amino-1-propanol), C1(=CC=CC=C1)C (toluene). The solvent is O (water). Yields the product ClC1=C(C=CC(=C1)Cl)C(CN1C=NC=C1)=NCCCO (1-(2-(2,4-dichlorophenyl)-2-(3-hydroxypropylimino)ethyl)-1H-imidazole). Isolated yield 95.6%. Reaction SMILES: [Cl:1][C:2]1[CH:15]=[C:14]([Cl:16])[CH:13]=[CH:12][C:3]=1[C:4](=O)[CH2:5][N:6]1[CH:10]=[CH:9][N:8]=[CH:7]1.[NH2:17][CH2:18][CH2:19][CH2:20][OH:21].C1(C)C=CC=CC=1>O>[Cl:1][C:2]1[CH:15]=[C:14]([Cl:16])[CH:13]=[CH:12][C:3]=1[C:4](=[N:17][CH2:18][CH2:19][CH2:20][OH:21])[CH2:5][N:6]1[CH:10]=[CH:9][N:8]=[CH:7]1. Procedure: 153.2 g (0.60 mole) of N-(2,4-dichlorophenacyl)imidazole and 53.0 g (0.705 mole) of 3-amino-1-propanol are suspended or dissolved in 400 mol of toluene, and the mixture is heated under reflux with a water trap until no more water of reaction separates out. The reaction solution is then washed 3 times with water, the organic phase is dried with sodium sulfate and, after the solvent has been evaporated off, 179 g of 1-(2-(2,4-dichlorophenyl)-2-(3-hydroxypropylimino)ethyl)-1H-imidazole are obtained... The product is CC(=O)NCC1CN(c2ccc(C3(F)CCN(C=O)CC3)c(F)c2)C(=O)O1. Reactants: ClCCl, CCN=C=NCCCN(C)C, O=CO, Cl, CC(=O)NCC1CN(c2ccc(C3(F)CCNCC3)c(F)c2)C(=O)O1, C1CCOC1, O. As a reaction SMILES: [CH2:47]([Cl:48])[Cl:49].[CH3:27][N:28]([CH3:29])[CH2:30][CH2:31][CH2:32][N:33]=[C:34]=[N:35][CH2:36][CH3:37].[CH:38](=[O:39])[OH:40].[ClH:26].[O:1]=[C:2]1[O:3][CH:4]([CH2:21][NH:22][C:23]([CH3:24])=[O:25])[CH2:5][N:6]1[c:7]1[cH:8][c:9]([F:20])[c:10]([C:13]2([F:19])[CH2:14][CH2:15][NH:16][CH2:17][CH2:18]2)[cH:11][cH:12]1.[O:41]1[CH2:42][CH2:43][CH2:44][CH2:45]1.[OH2:46]>>[O:1]=[C:2]1[O:3][CH:4]([CH2:21][NH:22][C:23]([CH3:24])=[O:25])[CH2:5][N:6]1[c:7]1[cH:8][c:9]([F:20])[c:10]([C:13]2([F:19])[CH2:14][CH2:15][N:16]([CH:38]=[O:39])[CH2:17][CH2:18]2)[cH:11][cH:12]1. Reactants: CC(=O)O[BH-](OC(C)=O)OC(C)=O, O=Cc1nc2nc(Cl)nc(N3CCOCC3)c2s1, ClCCCl, CC(C)(C(N)=O)N1CCNCC1, [Na+]. The product is CC(C)(C(N)=O)N1CCN(Cc2nc3nc(Cl)nc(N4CCOCC4)c3s2)CC1. Reaction SMILES: [C:31]([O:32][BH-:33]([O:34][C:35](=[O:36])[CH3:37])[O:38][C:39](=[O:40])[CH3:41])(=[O:42])[CH3:43].[Cl:1][c:2]1[n:3][c:4]([N:13]2[CH2:14][CH2:15][O:16][CH2:17][CH2:18]2)[c:5]2[c:6]([n:7]1)[n:8][c:9]([CH:11]=[O:12])[s:10]2.[Cl:45][CH2:46][CH2:47][Cl:48].[N:19]1([C:25]([C:26](=[O:27])[NH2:28])([CH3:29])[CH3:30])[CH2:20][CH2:21][NH:22][CH2:23][CH2:24]1.[Na+:44]>>[Cl:1][c:2]1[n:3][c:4]([N:13]2[CH2:14][CH2:15][O:16][CH2:17][CH2:18]2)[c:5]2[c:6]([n:7]1)[n:8][c:9]([CH2:11][N:22]1[CH2:21][CH2:20][N:19]([C:25]([C:26](=[O:27])[NH2:28])([CH3:29])[CH3:30])[CH2:24][CH2:23]1)[s:10]2. The reactants are CCOC(C)=O, [I-], [K+], O=N[O-], CC(O)(C(=O)Nc1cccc(N)c1Cl)C(F)(F)F, [Na+], O, O=S(=O)(O)O. The product is CC(O)(C(=O)Nc1cccc(I)c1Cl)C(F)(F)F. RXN SMILES: [CH3:25][CH2:26][O:27][C:28]([CH3:29])=[O:30].[I-:24].[K+:23].[N:19]([O-:20])=[O:21].[NH2:1][c:2]1[c:3]([Cl:18])[c:4]([NH:8][C:9]([C:10]([C:11]([F:12])([F:13])[F:14])([CH3:15])[OH:16])=[O:17])[cH:5][cH:6][cH:7]1.[Na+:22].[OH2:36].[S:31](=[O:32])(=[O:33])([OH:34])[OH:35]>>[c:2]1([I:24])[c:3]([Cl:18])[c:4]([NH:8][C:9]([C:10]([C:11]([F:12])([F:13])[F:14])([CH3:15])[OH:16])=[O:17])[cH:5][cH:6][cH:7]1. Starting materials: CC(N=C=O)c1ccc(Br)cc1, Cc1ccccc1, ClCCl, Nc1cccc2cnccc12. Yields the product CC(NC(=O)Nc1cccc2cnccc12)c1ccc(Br)cc1. As a reaction SMILES: [Br:12][c:13]1[cH:14][cH:15][c:16]([CH:19]([CH3:20])[N:21]=[C:22]=[O:23])[cH:17][cH:18]1.[CH3:27][c:28]1[cH:29][cH:30][cH:31][cH:32][cH:33]1.[Cl:24][CH2:25][Cl:26].[NH2:1][c:2]1[c:3]2[cH:4][cH:5][n:6][cH:7][c:8]2[cH:9][cH:10][cH:11]1>>[NH:1]([c:2]1[c:3]2[cH:4][cH:5][n:6][cH:7][c:8]2[cH:9][cH:10][cH:11]1)[C:22]([NH:21][CH:19]([c:16]1[cH:15][cH:14][c:13]([Br:12])[cH:18][cH:17]1)[CH3:20])=[O:23].